From a dataset of the Open Reaction Database (ORD), a public repository of structured organic reaction records. describe an organic reaction: reactants, conditions, products, and yield Starting materials: ClC1=C(N=C(S1)NC(N(CCC(C1=CC=CC=C1)C1=CC=CC=C1)CCC1CCN(CC1)C(=O)OC(C)(C)C)=O)C1=CC=C(C=C1)NS(=O)(=O)C (tert-butyl 4-(2-(3-(5-chloro-4-(4-(methylsulfonamido)phenyl)thiazol-2-yl)-1-(3,3-diphenylpropyl)ureido)ethyl)piperidine-1-carboxylate), C(=O)(C(F)(F)F)O (TFA). Run in C(Cl)Cl (DCM). Run at time 2 hour. Yields the product Cl.ClC1=C(N=C(S1)NC(N(CCC1CCNCC1)CCC(C1=CC=CC=C1)C1=CC=CC=C1)=O)C1=CC=C(C=C1)NS(=O)(=O)C (3-(5-chloro-4-(4-(methylsulfonamido)phenyl)thiazol-2-yl)-1-(3,3-diphenylpropyl)-1-(2-(piperidin-4-yl)ethyl)urea HCl salt). Reaction SMILES: [Cl:1][C:2]1[S:6][C:5]([NH:7][C:8](=[O:40])[N:9]([CH2:25][CH2:26][CH:27]2[CH2:32][CH2:31][N:30](C(OC(C)(C)C)=O)[CH2:29][CH2:28]2)[CH2:10][CH2:11][CH:12]([C:19]2[CH:24]=[CH:23][CH:22]=[CH:21][CH:20]=2)[C:13]2[CH:18]=[CH:17][CH:16]=[CH:15][CH:14]=2)=[N:4][C:3]=1[C:41]1[CH:46]=[CH:45][C:44]([NH:47][S:48]([CH3:51])(=[O:50])=[O:49])=[CH:43][CH:42]=1.C(O)(C(F)(F)F)=O>C(Cl)Cl>[ClH:1].[Cl:1][C:2]1[S:6][C:5]([NH:7][C:8](=[O:40])[N:9]([CH2:10][CH2:11][CH:12]([C:13]2[CH:14]=[CH:15][CH:16]=[CH:17][CH:18]=2)[C:19]2[CH:24]=[CH:23][CH:22]=[CH:21][CH:20]=2)[CH2:25][CH2:26][CH:27]2[CH2:28][CH2:29][NH:30][CH2:31][CH2:32]2)=[N:4][C:3]=1[C:41]1[CH:42]=[CH:43][C:44]([NH:47][S:48]([CH3:51])(=[O:49])=[O:50])=[CH:45][CH:46]=1 |f:3.4|. Procedure: To tert-butyl 4-(2-(3-(5-chloro-4-(4-(methylsulfonamido)phenyl)thiazol-2-yl)-1-(3,3-diphenylpropyl)ureido)ethyl)piperidine-1-carboxylate (0.29 g, 0.4 mmol) dissolved in DCM (2 ml) was added TFA (0.5 ml, 7 mmol). The resulting mixture was stirred at room temperature for 2 hours. After this time the mixture was concentrated under reduced pressure and the residue triturated with diethyl ether. The pale yellow solid was filtered, washed with ether and dried under vacuum. This solid TFA salt was part... Starting materials: CC=1C(=NC=C(C1)C)N1CCN(CC1)C(=O)C=1C=CC(=NC1)N1C(NC(C1C)=O)=O (1-{5-[4-(3,5-dimethylpyridin-2-yl)piperazine-1-carbonyl]pyridin-2-yl}-5-methylimidazolidine-2,4-dione), CI (methyl iodide). Product: CC=1C(=NC=C(C1)C)N1CCN(CC1)C(=O)C=1C=CC(=NC1)N1C(N(C(C1C)=O)C)=O (1-{5-[4-(3,5-dimethylpyridin-2-yl)piperazine-1-carbonyl]pyridin-2-yl}-3,5-dimethylimidazolidine-2,4-dione). Reaction SMILES: [CH3:1][C:2]1[C:3]([N:9]2[CH2:14][CH2:13][N:12]([C:15]([C:17]3[CH:18]=[CH:19][C:20]([N:23]4[CH:27]([CH3:28])[C:26](=[O:29])[NH:25][C:24]4=[O:30])=[N:21][CH:22]=3)=[O:16])[CH2:11][CH2:10]2)=[N:4][CH:5]=[C:6]([CH3:8])[CH:7]=1.[CH3:31]I>>[CH3:1][C:2]1[C:3]([N:9]2[CH2:10][CH2:11][N:12]([C:15]([C:17]3[CH:18]=[CH:19][C:20]([N:23]4[CH:27]([CH3:28])[C:26](=[O:29])[N:25]([CH3:31])[C:24]4=[O:30])=[N:21][CH:22]=3)=[O:16])[CH2:13][CH2:14]2)=[N:4][CH:5]=[C:6]([CH3:8])[CH:7]=1. Procedure: Using 1-{5-[4-(3,5-dimethylpyridin-2-yl)piperazine-1-carbonyl]pyridin-2-yl}-5-methylimidazolidine-2,4-dione (50 mg) described in Example 516 and methyl iodide (9 μL) and by the reaction and treatment in the same manner as in Example 36, the title compound (23 mg) was obtained. Reactants: NN1C(C2=CC=CC=C2C(=N1)C1=CC=C(C=C1)Cl)=O (2-amino-4-(4-chlorophenyl)phthalazin-1(2H)-one), C1(=CC=CC2=CC=CC=C12)CC(=O)O (2-(1-naphthyl)acetic acid). Product: ClC1=CC=C(C=C1)C1=NN(C(C2=CC=CC=C12)=O)NC(CC1=CC=CC2=CC=CC=C12)=O (N-[4-(4-chlorophenyl)-1-oxophthalazin-2(1H)-yl]-2-(1-naphthyl)acetamide). Reaction SMILES: [NH2:1][N:2]1[N:11]=[C:10]([C:12]2[CH:17]=[CH:16][C:15]([Cl:18])=[CH:14][CH:13]=2)[C:9]2[C:4](=[CH:5][CH:6]=[CH:7][CH:8]=2)[C:3]1=[O:19].[C:20]1([CH2:30][C:31](O)=[O:32])[C:29]2[C:24](=[CH:25][CH:26]=[CH:27][CH:28]=2)[CH:23]=[CH:22][CH:21]=1>>[Cl:18][C:15]1[CH:16]=[CH:17][C:12]([C:10]2[C:9]3[C:4](=[CH:5][CH:6]=[CH:7][CH:8]=3)[C:3](=[O:19])[N:2]([NH:1][C:31](=[O:32])[CH2:30][C:20]3[C:29]4[C:24](=[CH:25][CH:26]=[CH:27][CH:28]=4)[CH:23]=[CH:22][CH:21]=3)[N:11]=2)=[CH:13][CH:14]=1. Procedure details: The product from Example 86A and 2-(1-naphthyl)acetic acid were treated using a method similar to that described in Example 57 to give the title compound. 1H NMR (500 MHz, DMSO-d6/Deuterium Oxide) δ ppm 8.40-8.43 (m, 1H), 8.18 (d, J=8.2 Hz, 1H), 7.95-8.01 (m, 3H), 7.88 (d, J=8.1 Hz, 1H), 7.70-7.77 (m, 1H), 7.61-7.66 (m, 4H), 7.54-7.60 (m, 3H), 7.51 (dd, J=8.2, 7.1 Hz, 1H), 4.19 (s, 2H); MS (ESI−) M/Z 438 (M−H)−. Yields the product O=C(Nc1ccc(C(CC2CCCC2)C(=O)Nc2nccs2)cc1)c1ccc([N+](=O)[O-])cc1. Reaction SMILES: [CH:23]([N:24]([CH2:25][CH3:26])[CH:27]([CH3:28])[CH3:29])([CH3:30])[CH3:31].[N+:32](=[O:33])([O-:34])[c:35]1[cH:36][cH:37][c:38]([C:39](=[O:40])[Cl:41])[cH:42][cH:43]1.[NH2:1][c:2]1[cH:3][cH:4][c:5]([CH:8]([C:9](=[O:10])[NH:11][c:12]2[s:13][cH:14][cH:15][n:16]2)[CH2:17][CH:18]2[CH2:19][CH2:20][CH2:21][CH2:22]2)[cH:6][cH:7]1.[O:44]1[CH2:45][CH2:46][CH2:47][CH2:48]1>>[NH:1]([c:2]1[cH:3][cH:4][c:5]([CH:8]([C:9](=[O:10])[NH:11][c:12]2[s:13][cH:14][cH:15][n:16]2)[CH2:17][CH:18]2[CH2:19][CH2:20][CH2:21][CH2:22]2)[cH:6][cH:7]1)[C:39]([c:38]1[cH:37][cH:36][c:35]([N+:32](=[O:33])[O-:34])[cH:43][cH:42]1)=[O:40]. Starting materials: CCN(C(C)C)C(C)C, O=C(Cl)c1ccc([N+](=O)[O-])cc1, Nc1ccc(C(CC2CCCC2)C(=O)Nc2nccs2)cc1, C1CCOC1. The reactants are C(C)(C)(C)OC(=O)N1CCN(CC1)C1=NC=C(C=C1)C(NC1=CC(=C(C=C1)I)C)=O (4-[5-(4-Iodo-3-methyl-phenylcarbamoyl)-pyridin-2-yl]-piperazine-1-carboxylic acid tert-butyl ester), CC1(C(=O)OC(C1)=O)C (2,2-dimethysuccinic anhydride). Conditions: time 30 minute. The product is IC1=C(C=C(C=C1)NC(=O)C=1C=CC(=NC1)N1CCN(CC1)C(CC(C(=O)O)(C)C)=O)C (4-{4-[5-(4-Iodo-3-methyl-phenylcarbamoyl)-pyridin-2-yl]-piperazin-1-yl}-2,2-dimethyl-4-oxo-butyric acid). Procedure: 4-[5-(4-Iodo-3-methyl-phenylcarbamoyl)-pyridin-2-yl]-piperazine-1-carboxylic acid tert-butyl ester (35 mg, 0.07 mmol) was dissolved in 30% TFA in CH2Cl2 solution at room temperature. The mixture was stirred for 30 min and then partitioned between EtOAc and H2O. The water layer was made basic by the addition of Na2CO3. The organic layer was then collected washed with water dried over Na2SO4, filtered and evaporated. The residue was dissolved in CH2Cl2 and treated with 2,2-dimethysuccinic anhydrid... The solvent is C(=O)(C(F)(F)F)O (TFA), C(Cl)Cl (CH2Cl2). Reaction SMILES: C(O[C:6]([N:8]1[CH2:13][CH2:12][N:11]([C:14]2[CH:19]=[CH:18][C:17]([C:20](=[O:30])[NH:21][C:22]3[CH:27]=[CH:26][C:25]([I:28])=[C:24]([CH3:29])[CH:23]=3)=[CH:16][N:15]=2)[CH2:10][CH2:9]1)=[O:7])(C)(C)C.[CH3:31][C:32]1([CH3:39])[CH2:37]C(=O)[O:35][C:33]1=[O:34]>C(O)(C(F)(F)F)=O.C(Cl)Cl>[I:28][C:25]1[CH:26]=[CH:27][C:22]([NH:21][C:20]([C:17]2[CH:18]=[CH:19][C:14]([N:11]3[CH2:10][CH2:9][N:8]([C:6](=[O:7])[CH2:31][C:32]([CH3:39])([CH3:37])[C:33]([OH:35])=[O:34])[CH2:13][CH2:12]3)=[N:15][CH:16]=2)=[O:30])=[CH:23][C:24]=1[CH3:29]. The reactants are [BH4-], CCCC[N+](CCCC)(CCCC)CCCC, CC1C(=O)C2C(NC(=O)COc3ccccc3)C(=O)N2C1C(=O)OCOC(=O)C(C)(C)C, CC(=O)OC(C)=O, CN(C)c1ccncc1, Cc1ccccc1, CCOC(C)=O, c1ccncc1. Product: CC(=O)OC1C(C)C(C(=O)OCOC(=O)C(C)(C)C)N2C(=O)C(NC(=O)COc3ccccc3)C12. Reaction SMILES: [BH4-:33].[CH2:34]([N+:35]([CH2:36][CH2:37][CH2:38][CH3:39])([CH2:40][CH2:41][CH2:42][CH3:43])[CH2:44][CH2:45][CH2:46][CH3:47])[CH2:48][CH2:49][CH3:50].[CH3:1][CH:2]1[C:3](=[O:32])[CH:4]2[N:5]([CH:6]1[C:7](=[O:8])[O:9][CH2:10][O:11][C:12]([C:13]([CH3:14])([CH3:15])[CH3:16])=[O:17])[C:18](=[O:31])[CH:19]2[NH:20][C:21]([CH2:22][O:23][c:24]1[cH:25][cH:26][cH:27][cH:28][cH:29]1)=[O:30].[CH3:57][C:58](=[O:59])[O:60][C:61](=[O:62])[CH3:63].[CH3:64][N:65]([CH3:66])[c:67]1[cH:68][cH:69][n:70][cH:71][cH:72]1.[CH3:73][c:74]1[cH:75][cH:76][cH:77][cH:78][cH:79]1.[CH3:80][CH2:81][O:82][C:83](=[O:84])[CH3:85].[cH:51]1[cH:52][cH:53][n:54][cH:55][cH:56]1>>[CH3:1][CH:2]1[CH:3]([O:32][C:58]([CH3:57])=[O:59])[CH:4]2[N:5]([CH:6]1[C:7](=[O:8])[O:9][CH2:10][O:11][C:12]([C:13]([CH3:14])([CH3:15])[CH3:16])=[O:17])[C:18](=[O:31])[CH:19]2[NH:20][C:21]([CH2:22][O:23][c:24]1[cH:25][cH:26][cH:27][cH:28][cH:29]1)=[O:30]. The reactants are C1=CC=C2C(=C1)C(=C(C(=O)N2)C(=O)O)C(=O)O (2(1H)-Oxo-quinoline-3,4-dicarboxylic acid), P(=O)(Cl)(Cl)Cl (phosphorous oxychloride). The solvent is C(Cl)(Cl)Cl (chloroform). Yields the product C1(OC(C=2C(NC=3C=CC=CC3C21)=O)=O)=O (Furo[3,4-c]quinoline-1,3,4(5H)-trione). As a reaction SMILES: [CH:1]1[CH:6]=[C:5]2[C:7]([C:15]([OH:17])=[O:16])=[C:8]([C:12]([OH:14])=O)[C:9]([NH:11][C:4]2=[CH:3][CH:2]=1)=[O:10].P(Cl)(Cl)(Cl)=O>C(Cl)(Cl)Cl>[C:15]1(=[O:16])[C:7]2[C:5]3[CH:6]=[CH:1][CH:2]=[CH:3][C:4]=3[NH:11][C:9](=[O:10])[C:8]=2[C:12](=[O:14])[O:17]1. Procedure details: A mixture of 2(1H)-Oxo-quinoline-3,4-dicarboxylic acid (2 g), phosphorous oxychloride (4 g) and dry chloroform (30 mL) was heated at reflux for 2 h. The solvent and excess reagents are removed in vacuo and the residue was treated with ice water to afford Furo[3,4-c]quinoline-1,3,4(5H)-trione as a yellow solid.